Dataset: the Open Reaction Database (ORD), a public repository of structured organic reaction records. Task: describe an organic reaction: reactants, conditions, products, and yield Starting materials: ClC=1C=C(C=CC1)C(C)NC=1C=C(C=CC1[N+](=O)[O-])N1CCN(CC1)C(=O)OC(C)(C)C (t-butyl 4-(3-(1-(3-chlorophenyl)ethylamino)-4-nitrophenyl)piperazine-1-carboxylate), Cl (HCl). The solvent is ClCCl (dichloromethane), C(C)OCC (diethyl ether). Reaction conditions: time 4 hour. Product: Cl.ClC=1C=C(C=CC1)C(C)NC1=C(C=CC(=C1)N1CCNCC1)[N+](=O)[O-] (N-(1-(3-Chlorophenyl)ethyl)-2-nitro-5-(piperazin-1-yl)benzenamine hydrochloride). Isolated yield 139.0%. RXN SMILES: [Cl:1][C:2]1[CH:3]=[C:4]([CH:8]([NH:10][C:11]2[CH:12]=[C:13]([N:20]3[CH2:25][CH2:24][N:23](C(OC(C)(C)C)=O)[CH2:22][CH2:21]3)[CH:14]=[CH:15][C:16]=2[N+:17]([O-:19])=[O:18])[CH3:9])[CH:5]=[CH:6][CH:7]=1.Cl>ClCCl.C(OCC)C>[ClH:1].[Cl:1][C:2]1[CH:3]=[C:4]([CH:8]([NH:10][C:11]2[CH:12]=[C:13]([N:20]3[CH2:21][CH2:22][NH:23][CH2:24][CH2:25]3)[CH:14]=[CH:15][C:16]=2[N+:17]([O-:19])=[O:18])[CH3:9])[CH:5]=[CH:6][CH:7]=1 |f:4.5|. Procedure: To a solution of t-butyl 4-(3-(1-(3-chlorophenyl)ethylamino)-4-nitrophenyl)piperazine-1-carboxylate (97 mg, 0.21 mmol) in dry dichloromethane (2.0 mL) was added a saturated solution of HCl in diethyl ether (15 mL). The reaction mixture was stirred for 4 hours. The product was collected by filtration and dried in vacuo to afford the title compound (58.0 mg, 70% yield). 1H NMR (400 MHz, CD3OD): δ 8.06 (d, 1H), 7.43 (s, 1H), 7.33 (m, 2H), 7.26 (m, 1H), 6.38 (d, 1H), 5.88 (s, 1H), 4.80 (m, 1H), 3.54...